From a dataset of the Open Reaction Database (ORD), a public repository of structured organic reaction records. describe an organic reaction: reactants, conditions, products, and yield Starting materials: CN1CCC(=CC1)C1=CNC2=NC=CC=C12 (3-(1-methyl-1,2,3,6-tetrahydro-4-pyridinyl)-1H-7-azaindole), C(C1=CC=CC=C1)(=O)Cl (benzoyl chloride). Yields the product C(C1=CC=CC=C1)(=O)N1C=C(C2=CC=CN=C12)C1N(CC=CC1)C (1-Benzoyl-3-(1-methyl-1,2,3,6-tetrahydro-pyridinyl)-7-azaindole). As a reaction SMILES: CN1[CH2:7][CH:6]=[C:5]([C:8]2[C:16]3[C:11](=[N:12][CH:13]=[CH:14][CH:15]=3)[NH:10][CH:9]=2)CC1.[C:17](Cl)(=[O:24])[C:18]1[CH:23]=[CH:22][CH:21]=[CH:20][CH:19]=1>>[C:17]([N:10]1[C:11]2[C:16](=[CH:15][CH:14]=[CH:13][N:12]=2)[C:8]([CH:5]2[CH2:6][CH:7]=[CH:8][CH2:9][N:10]2[CH3:11])=[CH:9]1)(=[O:24])[C:18]1[CH:23]=[CH:22][CH:21]=[CH:20][CH:19]=1. Procedure: (6.7 mg, 18%); from 3-(1-methyl-1,2,3,6-tetrahydro-4-pyridinyl)-1H-7-azaindole (25.0 mg, 0.12 mmol) and benzoyl chloride (28 μL, 0.24 mmol); HRMS-FAB+for C20H19N3O: calculated MH+:318.16064; found:318.16191. Reactants: C(C)(C)(C)OC(N[C@@H]1CC[C@H](CC1)C1COC=2C=NC3=CC=C(C=C3C2C1O)OC)=O ([trans-4-(4-hydroxy-6-methoxy-3,4-dihydro-2H-1-oxa-9-aza-phenanthren-3-yl)-cyclohexyl]-carbamic acid tert-butyl ester), O=C1CSC2=C(N1)C=C(C=C2)C(=O)O (3-oxo-3,4-dihydro-2H-benzo[1,4]thiazine-6-carboxylic acid). The product is OC1C(COC=2C=NC3=CC=C(C=C3C12)OC)[C@@H]1CC[C@H](CC1)NC(=O)C=1C=CC2=C(NC(CS2)=O)C1 (3-oxo-3,4-dihydro-2H-benzo[1,4]thiazine-6-carboxylic acid [trans-4-(4-hydroxy-6-methoxy-3,4-dihydro-2H-1-oxa-9-aza-phenanthren-3-yl)-cyclohexyl]-amide). As a reaction SMILES: C([O:5][C:6](=O)[NH:7][C@H:8]1[CH2:13][CH2:12][C@H:11]([CH:14]2[CH:27]([OH:28])[C:26]3[C:25]4[C:20](=[CH:21][CH:22]=[C:23]([O:29][CH3:30])[CH:24]=4)[N:19]=[CH:18][C:17]=3[O:16][CH2:15]2)[CH2:10][CH2:9]1)(C)(C)C.[O:32]=[C:33]1[NH:38][C:37]2[CH:39]=[C:40](C(O)=O)[CH:41]=[CH:42][C:36]=2[S:35][CH2:34]1>>[OH:28][CH:27]1[C:26]2[C:25]3[C:20](=[CH:21][CH:22]=[C:23]([O:29][CH3:30])[CH:24]=3)[N:19]=[CH:18][C:17]=2[O:16][CH2:15][CH:14]1[C@H:11]1[CH2:10][CH2:9][C@H:8]([NH:7][C:6]([C:40]2[CH:41]=[CH:42][C:36]3[S:35][CH2:34][C:33](=[O:32])[NH:38][C:37]=3[CH:39]=2)=[O:5])[CH2:13][CH2:12]1. Procedure: The titled compound is prepared as a white lyophilizated powder following Scheme 6 and in analogy to Example 15 using [trans-4-(4-hydroxy-6-methoxy-3,4-dihydro-2H-1-oxa-9-aza-phenanthren-3-yl)-cyclohexyl]-carbamic acid tert-butyl ester and 3-oxo-3,4-dihydro-2H-benzo[1,4]thiazine-6-carboxylic acid as starting materials. Reactants: C([O-])([O-])=O.[K+].[K+] (potassium carbonate), CC1=C(C=CC(=C1)OCCCCCCCCCC)[N+](=O)[O-] (2-methyl-4-decyloxynitrobenzene), CO (methanol), Cl (hydrochloric acid). Reagents/catalysts: [Fe] (Iron). The solvent is O1CCOCC1 (dioxane), O (water), ClCCl (Dichloromethane). Conditions: temperature 75 celsius, time 20 minute. The product is CC1=C(N)C=CC(=C1)OCCCCCCCCCC (2-methyl-4-decyloxyaniline). The yield is 74.8%. Reaction SMILES: [CH3:1][C:2]1[CH:7]=[C:6]([O:8][CH2:9][CH2:10][CH2:11][CH2:12][CH2:13][CH2:14][CH2:15][CH2:16][CH2:17][CH3:18])[CH:5]=[CH:4][C:3]=1[N+:19]([O-])=O.CO.Cl.C(=O)([O-])[O-].[K+].[K+]>[Fe].ClCCl.O.O1CCOCC1>[CH3:1][C:2]1[CH:7]=[C:6]([O:8][CH2:9][CH2:10][CH2:11][CH2:12][CH2:13][CH2:14][CH2:15][CH2:16][CH2:17][CH3:18])[CH:5]=[CH:4][C:3]=1[NH2:19] |f:3.4.5|. Procedure details: The mixture of crude 2-methyl-4-decyloxynitrobenzene (90 g, 0.294 mol), methanol (246 mL), concentrated hydrochloric acid (159 mL) and dioxane (70 mL) was heated to 75° C. Iron powder (49.9 g, 0.89 mol) was added in small portions with vigorous stirring. After the addition was complete the reaction mixture was stirred at 75° C. for another 20 minutes and poured warm into water (3 L), stirred for 30 minutes and the pH adjusted to 11.0 by addition of aqueous potassium carbonate solution. Dichlorom...